From a dataset of the Open Reaction Database (ORD), a public repository of structured organic reaction records. describe an organic reaction: reactants, conditions, products, and yield Reactants: ClC1=NC=CC(=N1)N1C(C(CC1)(C#N)CC)=O (1-(2-chloropyrimidin-4-yl)-3-ethyl-2-oxopyrrolidine-3-carbonitrile), N1(CCOCC1)C1=CC=C(N)C=C1 (4-(morpholin-4-yl)aniline), C(C)(=O)O (acetic acid). Solvent: C(CCC)O (1-butanol). Run at temperature 160 celsius, time 1 hour. The product is C(C)C1(C(N(CC1)C1=NC(=NC=C1)NC1=CC=C(C=C1)N1CCOCC1)=O)C#N (3-ethyl-1-(2-((4-(morpholin-4-yl)phenyl)amino)pyrimidin-4-yl)-2-oxopyrrolidine-3-carbonitrile). Isolated yield 45.6%. RXN SMILES: Cl[C:2]1[N:7]=[C:6]([N:8]2[CH2:12][CH2:11][C:10]([CH2:15][CH3:16])([C:13]#[N:14])[C:9]2=[O:17])[CH:5]=[CH:4][N:3]=1.[N:18]1([C:24]2[CH:30]=[CH:29][C:27]([NH2:28])=[CH:26][CH:25]=2)[CH2:23][CH2:22][O:21][CH2:20][CH2:19]1.C(O)(=O)C>C(O)CCC>[CH2:15]([C:10]1([C:13]#[N:14])[CH2:11][CH2:12][N:8]([C:6]2[CH:5]=[CH:4][N:3]=[C:2]([NH:28][C:27]3[CH:26]=[CH:25][C:24]([N:18]4[CH2:23][CH2:22][O:21][CH2:20][CH2:19]4)=[CH:30][CH:29]=3)[N:7]=2)[C:9]1=[O:17])[CH3:16]. Procedure details: A mixture of 1-(2-chloropyrimidin-4-yl)-3-ethyl-2-oxopyrrolidine-3-carbonitrile (42 mg) obtained in Step A, 4-(morpholin-4-yl)aniline (39 mg) and acetic acid (11 μL) in 1-butanol (2 mL) was stirred in a microwave reactor at 160° C. for 1 hr. The reaction mixture was concentrated under reduced pressure, to the residue was added saturated aqueous sodium hydrogen carbonate solution, and the mixture was extracted with ethyl acetate. The extract was washed with saturated brine, and dried over anhydro... Reactants: OC1=NN(C=C1C(=O)OCC)CC1=CC=C(C=C1)OC1=CC=CC=C1 (ethyl 3-hydroxy-1-(4-phenoxybenzyl)-1H-pyrazole-4-carboxylate), ClCC1=CC(=C(OCC=2N=C(OC2C)C=2OC=CC2)C=C1)OC (4-(4-chloromethyl-2-methoxyphenoxymethyl)-2-(2-furyl)-5-methyloxazole), C([O-])([O-])=O.[K+].[K+] (potassium carbonate), CN(C=O)C (N,N-dimethylformamide). The solvent is O (water). Reaction conditions: temperature 80 celsius, time 8 hour. Product: O1C(=CC=C1)C=1OC(=C(N1)COC1=C(C=C(COC2=NN(C=C2C(=O)OCC)CC2=CC=C(C=C2)OC2=CC=CC=C2)C=C1)OC)C (ethyl 3-[4-[2-(2-furyl)-5-methyl-4-oxazolylmethoxy]-3-methoxybenzyloxy]-1-(4-phenoxybenzyl)-1H-pyrazole-4-carboxylate). Yield: 94.0%. RXN SMILES: [OH:1][C:2]1[C:6]([C:7]([O:9][CH2:10][CH3:11])=[O:8])=[CH:5][N:4]([CH2:12][C:13]2[CH:18]=[CH:17][C:16]([O:19][C:20]3[CH:25]=[CH:24][CH:23]=[CH:22][CH:21]=3)=[CH:15][CH:14]=2)[N:3]=1.Cl[CH2:27][C:28]1[CH:46]=[CH:45][C:31]([O:32][CH2:33][C:34]2[N:35]=[C:36]([C:40]3[O:41][CH:42]=[CH:43][CH:44]=3)[O:37][C:38]=2[CH3:39])=[C:30]([O:47][CH3:48])[CH:29]=1.C(=O)([O-])[O-].[K+].[K+].CN(C)C=O>O>[O:41]1[CH:42]=[CH:43][CH:44]=[C:40]1[C:36]1[O:37][C:38]([CH3:39])=[C:34]([CH2:33][O:32][C:31]2[CH:45]=[CH:46][C:28]([CH2:27][O:1][C:2]3[C:6]([C:7]([O:9][CH2:10][CH3:11])=[O:8])=[CH:5][N:4]([CH2:12][C:13]4[CH:18]=[CH:17][C:16]([O:19][C:20]5[CH:25]=[CH:24][CH:23]=[CH:22][CH:21]=5)=[CH:15][CH:14]=4)[N:3]=3)=[CH:29][C:30]=2[O:47][CH3:48])[N:35]=1 |f:2.3.4|. Reported procedure: A mixture of ethyl 3-hydroxy-1-(4-phenoxybenzyl)-1H-pyrazole-4-carboxylate (3.00 g), 4-(4-chloromethyl-2-methoxyphenoxymethyl)-2-(2-furyl)-5-methyloxazole (3.00 g), potassium carbonate (2.52 g), and N,N-dimethylformamide (30 ml) was stirred at 80° C. for 8 hours. The reaction mixture was poured into water, and extracted with ethyl acetate. The ethyl acetate layer was washed successively with dilute hydrochloric acid and aqueous sodium chloride solution, dried (MgSO4), and concentrated. The resid... Conditions: temperature 100 celsius. As a reaction SMILES: [C:1]([O:5][C:6]([N:8]1[CH2:13][CH2:12][C:11]([CH:17]([OH:28])[C:18]2[CH:27]=[CH:26][C:25]3[C:20](=[CH:21][CH:22]=[CH:23][CH:24]=3)[N:19]=2)([CH2:14][CH2:15][CH3:16])[CH2:10][CH2:9]1)=[O:7])([CH3:4])([CH3:3])[CH3:2]>C1(C)C=CC=CC=1.[O-2].[Mn+4].[O-2]>[C:1]([O:5][C:6]([N:8]1[CH2:9][CH2:10][C:11]([CH2:14][CH2:15][CH3:16])([C:17]([C:18]2[CH:27]=[CH:26][C:25]3[C:20](=[CH:21][CH:22]=[CH:23][CH:24]=3)[N:19]=2)=[O:28])[CH2:12][CH2:13]1)=[O:7])([CH3:4])([CH3:3])[CH3:2] |f:2.3.4|. Starting materials: C(C)(C)(C)OC(=O)N1CCC(CC1)(CCC)C(C1=NC2=CC=CC=C2C=C1)O (4-(hydroxy-quinolin-2-yl-methyl)-4-propyl-piperidine-1-carboxylic acid tert-butyl ester). Yields the product C(C)(C)(C)OC(=O)N1CCC(CC1)(C(=O)C1=NC2=CC=CC=C2C=C1)CCC (4-propyl-4-(quinoline-2-carbonyl)-piperidine-1-carboxylic acid tert-butyl ester). The reagents and catalysts are [O-2].[Mn+4].[O-2] (manganese (IV) oxide). Yield: 64.8%. Procedure: To a solution of 4-(hydroxy-quinolin-2-yl-methyl)-4-propyl-piperidine-1-carboxylic acid tert-butyl ester (190 mg, 0.5 mmol) in toluene (5 mL) was added manganese (IV) oxide (activated, 260 mg, 3.0 mmol). The reaction mixture was heated at 100° C. for 3 hours, then cooled to room temperature and filtered through Celite, rinsing with EtOAc. The filtrate was concentrated and purified by flash chromatography (0% to 20% EtOAc in hexanes) to provide 124 mg (67%) of 4-propyl-4-(quinoline-2-carbonyl)-pi... Run in C1(=CC=CC=C1)C (toluene). The reactants are NC=1C=2N(C=CN1)C(=NC2C2=CC=C1C=CC(=NC1=C2)C2=CC=CC=C2)[C@@H]2CC[C@H](CC2)CO (trans-{4-[8-Amino-1-(2-phenylquinolin-7-yl)-imidazo[1,5-a]pyrazin-3-yl]-cyclohexyl}-methanol), C1(C=2C(C(N1)=O)=CC=CC2)=O (phthalimide), C1(=CC=CC=C1)P(C1=CC=CC=C1)C1=CC=CC=C1 (triphenylphosphine), C1=CC=C(C=C1)P(C2=CC=CC=C2)C3=CC=CC=C3 (Ph3P), CC(C)OC(=O)/N=N/C(=O)OC(C)C (DIAD). Solvent: C1CCOC1 (THF). Reaction conditions: time 16 hour. Yields the product NC=1C=2N(C=CN1)C(=NC2C2=CC=C1C=CC(=NC1=C2)C2=CC=CC=C2)[C@@H]2CC[C@H](CC2)CN2C(C1=CC=CC=C1C2=O)=O (trans-2-{4-[8-Amino-1-(2-phenylquinolin-7-yl)-imidazo[1,5-a]pyrazin-3-yl]-cyclohexylmethyl}-isoindole-1,3-dione). As a reaction SMILES: [NH2:1][C:2]1[C:3]2[N:4]([C:8]([C@H:27]3[CH2:32][CH2:31][C@H:30]([CH2:33]O)[CH2:29][CH2:28]3)=[N:9][C:10]=2[C:11]2[CH:20]=[C:19]3[C:14]([CH:15]=[CH:16][C:17]([C:21]4[CH:26]=[CH:25][CH:24]=[CH:23][CH:22]=4)=[N:18]3)=[CH:13][CH:12]=2)[CH:5]=[CH:6][N:7]=1.[C:35]1(=[O:45])[NH:39][C:38](=[O:40])[C:37]2=[CH:41][CH:42]=[CH:43][CH:44]=[C:36]12.C1(P(C2C=CC=CC=2)C2C=CC=CC=2)C=CC=CC=1.CC(OC(/N=N/C(OC(C)C)=O)=O)C>C1COCC1>[NH2:1][C:2]1[C:3]2[N:4]([C:8]([C@H:27]3[CH2:32][CH2:31][C@H:30]([CH2:33][N:39]4[C:35](=[O:45])[C:36]5[C:37](=[CH:41][CH:42]=[CH:43][CH:44]=5)[C:38]4=[O:40])[CH2:29][CH2:28]3)=[N:9][C:10]=2[C:11]2[CH:20]=[C:19]3[C:14]([CH:15]=[CH:16][C:17]([C:21]4[CH:26]=[CH:25][CH:24]=[CH:23][CH:22]=4)=[N:18]3)=[CH:13][CH:12]=2)[CH:5]=[CH:6][N:7]=1. Reported procedure: trans-{4-[8-Amino-1-(2-phenylquinolin-7-yl)-imidazo[1,5-a]pyrazin-3-yl]-cyclohexyl}-methanol (290 mg, 0.47 mmol), phthalimide (82 mg, 0.56 mmol), and resin-bound triphenylphosphine (PS-Ph3P [Argonaut, 2.16 mmol/g]) (324 mg) were dissolved in 2.5 mL of THF, evacuated, placed under nitrogen atmosphere and charged with DIAD (0.1 mL, 0.56 mmol). After stirring for 16 h, the resin was filtered, washed with CH2Cl2 (5×) and concentrated to an orange-colored oil. The crude material was purified by silic... Starting materials: [Al+3], Brc1ccccc1, [Cl-], [Cl-], [Cl-], Cl, O=C1CCC(=O)O1, O. The product is O=C(O)CCC(=O)c1ccc(Br)cc1. As a reaction SMILES: [Al+3:2].[Br:14][c:15]1[cH:16][cH:17][cH:18][cH:19][cH:20]1.[Cl-:1].[Cl-:3].[Cl-:4].[ClH:13].[O:5]=[C:6]1[CH2:7][CH2:8][C:9](=[O:10])[O:11]1.[OH2:12]>>[O:5]=[C:6]([CH2:7][CH2:8][C:9](=[O:10])[c:18]1[cH:17][cH:16][c:15]([Br:14])[cH:20][cH:19]1)[OH:11]. Run in CN(C)C=O (DMF), C(C)(=O)OCC (ethyl acetate). Product: CC(C=O)C1=C(C=C(C(=O)OCC)C=C1)[N+](=O)[O-] (Ethyl 4-(1-methyl-2-oxoethyl)-3-nitrobenzoate). The yield is 53.4%. As a reaction SMILES: [C:1](=O)(O)[O-].[Na+].[N+:6]([C:9]1[CH:10]=[C:11]([CH:17]=[CH:18][C:19]=1[CH2:20][CH:21]=[O:22])[C:12]([O:14][CH2:15][CH3:16])=[O:13])([O-:8])=[O:7].CI>CN(C=O)C.C(OCC)(=O)C>[CH3:1][CH:20]([C:19]1[CH:18]=[CH:17][C:11]([C:12]([O:14][CH2:15][CH3:16])=[O:13])=[CH:10][C:9]=1[N+:6]([O-:8])=[O:7])[CH:21]=[O:22] |f:0.1|. Reactants: C([O-])(O)=O.[Na+] (Sodium bicarbonate), [N+](=O)([O-])C=1C=C(C(=O)OCC)C=CC1CC=O (ethyl 3-nitro-4-(2-oxoethyl)benzoate), CI (MeI). Reported procedure: Sodium bicarbonate (318 mg) was added to the mixture of ethyl 3-nitro-4-(2-oxoethyl)benzoate (401 mg) and MeI (426 mg) in DMF (5 ml), stirred for over night at r.t., diluted with ethyl acetate, washed with water and saturated saline water in that order, and dried with sodium sulfate. This was filtered, concentrated, and purified through silica gel column (hexane/ethyl acetate) to give title compound (227 mg) as a colorless oil. Reactants: OC(CCCl)c1ccccc1, [H-], [Na+], CN(C)C=O, O, Oc1cccc2ccccc12. Product: OC(CCOc1cccc2ccccc12)c1ccccc1. Reaction SMILES: [Cl:14][CH2:15][CH2:16][CH:17]([OH:18])[c:19]1[cH:20][cH:21][cH:22][cH:23][cH:24]1.[H-:1].[Na+:2].[O:26]=[CH:27][N:28]([CH3:29])[CH3:30].[OH2:25].[OH:3][c:4]1[cH:5][cH:6][cH:7][c:8]2[cH:9][cH:10][cH:11][cH:12][c:13]12>>[O:3]([c:4]1[cH:5][cH:6][cH:7][c:8]2[cH:9][cH:10][cH:11][cH:12][c:13]12)[CH2:15][CH2:16][CH:17]([OH:18])[c:19]1[cH:20][cH:21][cH:22][cH:23][cH:24]1.